From a dataset of the Open Reaction Database (ORD), a public repository of structured organic reaction records. describe an organic reaction: reactants, conditions, products, and yield Reactants: O (Water), FC1=C(C(=O)Cl)C(=CC=C1)F (2,6-difluorobenzoyl chloride), N1=CC=CC=C1 (pyridine), BrC1=C(C=C(N)C=C1)C (4-bromo-3-methylaniline). Run in C(Cl)Cl (DCM). Conditions: temperature 0 celsius, time 8 hour. Yields the product BrC=1C(=CC(=NC1)NC(C1=C(C=CC=C1F)F)=O)C (N-(5-Bromo-4-methylpyridin-2-yl)-2,6-difluorobenzamide). The yield is 27.0%. RXN SMILES: [F:1][C:2]1[CH:10]=[CH:9][CH:8]=[C:7]([F:11])[C:3]=1[C:4](Cl)=[O:5].[Br:12][C:13]1[CH:19]=C[C:16]([NH2:17])=[CH:15][C:14]=1[CH3:20].[N:21]1C=CC=CC=1.O>C(Cl)Cl>[Br:12][C:13]1[C:14]([CH3:20])=[CH:15][C:16]([NH:17][C:4](=[O:5])[C:3]2[C:2]([F:1])=[CH:10][CH:9]=[CH:8][C:7]=2[F:11])=[N:21][CH:19]=1. Reported procedure: To a (0° C.) cooled and stirred solution of 2,6-difluorobenzoyl chloride (500 mg, 2.83 mmol) in DCM (10 mL) was added 4-bromo-3-methylaniline (632 mg, 3.40 mmol) followed by the addition of pyridine (275 μL, 3.40 mmol). The resulting mixture was warmed to room temperature and stirred overnight. Water (10 mL) was then added to the above mixture and extracted with DCM (3×20 mL). The combined organic layers were washed with 10% aq.HCl (10 mL), dried (Na2SO4) and filtered. The filtrate was concentra... Starting materials: O1CCN(CC1)CCOC1=CC=C2C(=C(C(C2=C1)=O)Br)C1=CC(=CC(=C1)F)F (6-(2-Morpholinoethoxy)-2-bromo-3-(3,5-difluorophenyl)-1H-inden-1-one), O1CCN(CC1)CCOC1=CC=C2C(=C(C(C2=C1)=O)Br)C1=CC=CC=C1 (6-(2-morpholinoethoxy)-2-bromo-3-phenyl-1H-inden-1-one), FC=1C=C(C=CC1F)B(O)O (3,4-difluorophenylboronic acid). Yields the product O1CCN(CC1)CCOC1=CC=C2C(=C(C(C2=C1)=O)C1=CC(=C(C=C1)F)F)C1=CC(=CC(=C1)F)F (6-(2-morpholinoethoxy)-2-(3,4-difluorophenyl)-3-(3,5-difluorophenyl)-1H-inden-1-one). The yield is 47.0%. Reaction SMILES: [O:1]1[CH2:6][CH2:5][N:4]([CH2:7][CH2:8][O:9][C:10]2[CH:18]=[C:17]3[C:13]([C:14]([C:21]4[CH:26]=[C:25]([F:27])[CH:24]=[C:23]([F:28])[CH:22]=4)=[C:15](Br)[C:16]3=[O:19])=[CH:12][CH:11]=2)[CH2:3][CH2:2]1.O1CCN(CCOC2C=C3C(C(C4C=CC=CC=4)=C(Br)C3=O)=CC=2)CC1.[F:55][C:56]1[CH:57]=[C:58](B(O)O)[CH:59]=[CH:60][C:61]=1[F:62]>>[O:1]1[CH2:6][CH2:5][N:4]([CH2:7][CH2:8][O:9][C:10]2[CH:18]=[C:17]3[C:13]([C:14]([C:21]4[CH:26]=[C:25]([F:27])[CH:24]=[C:23]([F:28])[CH:22]=4)=[C:15]([C:59]4[CH:58]=[CH:57][C:56]([F:55])=[C:61]([F:62])[CH:60]=4)[C:16]3=[O:19])=[CH:12][CH:11]=2)[CH2:3][CH2:2]1. Procedure: The procedure of Step 7 of Example 1 was repeated except for using 6-(2-morpholinoethoxy)-2-bromo-3-(3,5-difluorophenyl)-1H-inden-1-one obtained in Step 6 of Example 36 as a starting material instead of 6-(2-morpholinoethoxy)-2-bromo-3-phenyl-1H-inden-1-one, 3,4-difluorophenylboronic acid instead of 3-pyridinylboronic acid, and being purified by prep HPLC (CH3CN/H2O=7:3) to obtain the title compound (47%). Starting materials: O=C(O)COc1ccccc1, NCc1ccc2c(c1)OCO2. The reagents and catalysts are [B-](F)(F)(F)F.CN(C)C(=[N+](C)C)ON1C=CC=CC1=O (TPTU), CCN(C(C)C)C(C)C (DIPEA). Run in CN(C)C=O (DMF), CN(C)C=O (DMF), CN(C)C=O (DMF), CN(C)C=O (DMF), CN(C)C=O (DMF), CN(C)C=O (DMF). Conditions: temperature 25 celsius, time 2 hour. Yields the product O=C(COc1ccccc1)NCc1ccc2c(c1)OCO2. Isolated yield 84.6%. RXN SMILES: NCc1ccc2c(c1)OCO2.O=C(O)COc1ccccc1.[B-](F)(F)(F)F.CN(C)C(=[N+](C)C)ON1C=CC=CC1=O.CCN(C(C)C)C(C)C.CN(C)C=O>>O=C(COc1ccccc1)NCc1ccc2c(c1)OCO2. Reactants: [BH4-].[Na+] (NaBH4), CC1=C2CCC(C2=CC=C1)=O (4-methyl-1-indanone), O (water). Run in C1CCOC1.CO (THF CH3OH). Yields the product CC1=C2CCC(C2=CC=C1)O (4-methyl-1-indanol). Yield: 99.0%. Reaction SMILES: [BH4-].[Na+].[CH3:3][C:4]1[CH:12]=[CH:11][CH:10]=[C:9]2[C:5]=1[CH2:6][CH2:7][C:8]2=[O:13].O>C1COCC1.CO>[CH3:3][C:4]1[CH:12]=[CH:11][CH:10]=[C:9]2[C:5]=1[CH2:6][CH2:7][CH:8]2[OH:13] |f:0.1,4.5|. Procedure details: NaBH4 is added, in portions, at 0° C., to the solution of 4-methyl-1-indanone in THF/CH3OH. After 3 hours the mixture is poured into water and extracted with ether. After washing the organic extracts to neutrality and anhydrifying on Na2SO4, the solvent is evaporated under vacuum. 22.0 g of 4-methyl-1-indanol are obtained (yield=99%). The reactants are C1(=CC=CC=C1)C(CC1=CC=CC=C1)=O (1,2-diphenylethanone), [Cl-].O[NH3+] (hydroxyl ammonium chloride). The solvent is C(C)O (ethanol). The product is C1(=CC=CC=C1)C(CC1=CC=CC=C1)=NO (1,2-diphenylethanone oxime). The yield is 24.1%. RXN SMILES: [C:1]1([C:7](=O)[CH2:8][C:9]2[CH:14]=[CH:13][CH:12]=[CH:11][CH:10]=2)[CH:6]=[CH:5][CH:4]=[CH:3][CH:2]=1.[Cl-].[OH:17][NH3+:18]>C(O)C>[C:1]1([C:7](=[N:18][OH:17])[CH2:8][C:9]2[CH:14]=[CH:13][CH:12]=[CH:11][CH:10]=2)[CH:6]=[CH:5][CH:4]=[CH:3][CH:2]=1 |f:1.2|. Procedure: A mixture of 1,2-diphenylethanone (19.6 g, 100 mmol) and hydroxyl ammonium chloride (13.9 g, 200 mmol) in absolute ethanol (200 ml) was heated at reflux for 4 h. The solvent was evaporated in vacuo and the residue extracted with dichloromethane (2×100 ml). The combined organic phases were washed with water (2×50 ml) and brine (10 ml) and dried (MgSO4). The solvent was evaporated in vacuo and the residue left for crystallisation. The crystallised product was suspended in n-heptane/diethylether 20... Starting materials: ClCC(=O)Cl (2-chloroacetyl chloride), O (water), C([O-])(O)=O.[Na+] (sodium bicarbonate), NC=1C=C(C#N)C=CC1O (3-amino-4-hydroxybenzonitrile). Solvent: CC(=O)C (acetone). Reaction conditions: temperature 25 celsius, time 8 hour. Product: O=C1COC2=C(N1)C=C(C=C2)C#N (3-oxo-3,4-dihydro-2H-1,4-benzoxazin-6-carbonitrile). Reaction SMILES: [NH2:1][C:2]1[CH:3]=[C:4]([CH:7]=[CH:8][C:9]=1[OH:10])[C:5]#[N:6].O.C(=O)(O)[O-].[Na+].Cl[CH2:18][C:19](Cl)=[O:20]>CC(C)=O>[O:20]=[C:19]1[NH:1][C:2]2[CH:3]=[C:4]([C:5]#[N:6])[CH:7]=[CH:8][C:9]=2[O:10][CH2:18]1 |f:2.3|. Procedure details: 3-amino-4-hydroxybenzonitrile (g, 10 mmol was dissolved in acetone (20 mL) and water (20 mL) containing sodium bicarbonate (4 g). 2-chloroacetyl chloride was added slowly and the mixture heated to reflux for 4 h and then allowed to stir overnight at 25 ° C. The layers were separated, and the water layer was extracted with ethyl acetate. The organic layers were combined and evaporated to give 3-oxo-3,4-dihydro-2H-1,4-benzoxazin-6-carbonitrile as an oil (1.3 g): 1H NMR (400 M ; DMSO-D6): 7.4 (d, 1... The reactants are C(=O)(Cl)Cl (phosgene), ice water, CC(C)([O-])C.[K+] (potassium t-butoxide), FC1=CC=C(C(=O)NCC(=CC2=CC=C(C=C2)F)C)C=C1 (4-fluoro-N-[3-(4-fluorophenyl)-2-methyl-2-propenyl]benzamide). The solvent is C1(=CC=CC=C1)C (toluene), CS(=O)C (DMSO), C1(=CC=CC=C1)C (toluene), C1CCOC1 (THF). Run at time 8 hour. Product: FC1=CC=C(C=C1)C=1NC=C(C1C1=CC=C(C=C1)F)C (2,3-Bis(4-fluorophenyl)-4-methyl-1H-pyrrole). Reaction SMILES: [F:1][C:2]1[CH:21]=[CH:20][C:5]([C:6]([NH:8][CH2:9][C:10]([CH3:19])=[CH:11][C:12]2[CH:17]=[CH:16][C:15]([F:18])=[CH:14][CH:13]=2)=O)=[CH:4][CH:3]=1.C(Cl)(Cl)=O.CC(C)([O-])C.[K+]>C1(C)C=CC=CC=1.C1COCC1.CS(C)=O>[F:1][C:2]1[CH:21]=[CH:20][C:5]([C:6]2[NH:8][CH:9]=[C:10]([CH3:19])[C:11]=2[C:12]2[CH:17]=[CH:16][C:15]([F:18])=[CH:14][CH:13]=2)=[CH:4][CH:3]=1 |f:2.3|. Procedure details: Using the general procedure of N. Engel and W. Steglich, Angew. Chem. Int. Ed. Engl., 17, 676 (1978), to a slurry at room temperature of 28.7 g (0.1 mole) of 4-fluoro-N-[3-(4-fluorophenyl)-2-methyl-2-propenyl]benzamide in 100 ml toluene containing 1 ml DMF, stirred under nitrogen, with a dry ice condenser attached, was added dropwise a solution of 39.6 g (28.3 ml, 0.4 mole) of phosgene in 100 ml toluene. The mixture was warmed slightly with a heat gun, then stirred at room temperature overnight.... Reactants: C(C(C)C)OC(=O)N(S(=O)(=O)C=1C(=NC=CC1)C1=CC=C(C=C1)C=O)C1=NC=C(N=C1OC)C (N-isobutoxycarbonyl-2-(4-formylphenyl)-N-(3-methoxy-5-methylpyrazin-2-yl)pyridine-3-sulphonamide), [Br-].C(=O)(O)C[P+](C1=CC=CC=C1)(C1=CC=CC=C1)C1=CC=CC=C1 (carboxymethyl triphenylphosphonium bromide), [OH-].[Na+] (sodium hydroxide), C(Cl)Cl (methylene chloride). The solvent is O (Water). Conditions: time 1.5 hour. Yields the product C(C(C)C)OC(=O)N(S(=O)(=O)C=1C(=NC=CC1)C1=CC=C(C=C1)C=CC(=O)OC)C1=NC=C(N=C1OC)C (N-isobutoxycarbonyl-2-[4-(2-[methoxycarbonyl]vinyl)phenyl]-N-(3-methoxy-5-methylpyrazin-2-yl)pyridine-3-sulphonamide). As a reaction SMILES: [CH2:1]([O:5][C:6]([N:8]([C:26]1[C:31]([O:32][CH3:33])=[N:30][C:29]([CH3:34])=[CH:28][N:27]=1)[S:9]([C:12]1[C:13]([C:18]2[CH:23]=[CH:22][C:21]([CH:24]=O)=[CH:20][CH:19]=2)=[N:14][CH:15]=[CH:16][CH:17]=1)(=[O:11])=[O:10])=[O:7])[CH:2]([CH3:4])[CH3:3].[Br-].[C:36]([CH2:39][P+](C1C=CC=CC=1)(C1C=CC=CC=1)C1C=CC=CC=1)([OH:38])=[O:37].[OH-].[Na+].[CH2:61](Cl)Cl>O>[CH2:1]([O:5][C:6]([N:8]([C:26]1[C:31]([O:32][CH3:33])=[N:30][C:29]([CH3:34])=[CH:28][N:27]=1)[S:9]([C:12]1[C:13]([C:18]2[CH:23]=[CH:22][C:21]([CH:24]=[CH:39][C:36]([O:38][CH3:61])=[O:37])=[CH:20][CH:19]=2)=[N:14][CH:15]=[CH:16][CH:17]=1)(=[O:10])=[O:11])=[O:7])[CH:2]([CH3:3])[CH3:4] |f:1.2,3.4|. Procedure: N-isobutoxycarbonyl-2-(4-formylphenyl)-N-(3-methoxy-5-methylpyrazin-2-yl)pyridine-3-sulphonamide (500 mg) was added to carboxymethyl triphenylphosphonium bromide (429 mg) in a mixture of saturated aqueous sodium hydroxide (1.25 ml) and methylene chloride (4 ml) and stirred vigorously at ambient temperature for 1.5 hours. Water (20 ml) was added and the mixture extracted with dichloromethane (2×20 ml). The combined organic extracts were, washed with water (5 ml), dried (MgSO4) and evaporated. The... The reactants are C(#N)C(C1=CC=C(C=C1)F)C1=NC=CC(=C1)C (2-(α-cyano-4-fluorobenzyl)-4-methylpyridine), C([O-])([O-])=O.[K+].[K+] (potassium carbonate). Conditions: time 8 hour. Yields the product FC1=CC=C(C(=O)C2=NC=CC(=C2)C)C=C1 (2-(4-fluorobenzoyl)-4-methylpyridine). Yield: 54.3%. Procedure details: 2-(α-cyano-4-fluorobenzyl)-4-methylpyridine (3.1 g) and potassium carbonate (2.9 g) were suspended in 20% hydrated dimethylsulfoxide (150 ml), and the suspension was stirred overnight. The mixture was poured into water, and the mixture was extracted with ethyl acetate. The organic layer was washed with water and saturated brine, dried over anhydrous magnesium sulfate, and then, the solvent was distilled off. The residue was purified by silica gel column chromatography (elution solvent: ethyl ace... Solvent: O (water), hydrated dimethylsulfoxide. Reaction SMILES: C([CH:3]([C:11]1[CH:16]=[C:15]([CH3:17])[CH:14]=[CH:13][N:12]=1)[C:4]1[CH:9]=[CH:8][C:7]([F:10])=[CH:6][CH:5]=1)#N.C(=O)([O-])[O-:19].[K+].[K+]>O>[F:10][C:7]1[CH:8]=[CH:9][C:4]([C:3]([C:11]2[CH:16]=[C:15]([CH3:17])[CH:14]=[CH:13][N:12]=2)=[O:19])=[CH:5][CH:6]=1 |f:1.2.3|.